Dataset: the Open Reaction Database (ORD), a public repository of structured organic reaction records. Task: describe an organic reaction: reactants, conditions, products, and yield Starting materials: C(C1=CC=CC=C1)O[C@@H]([C@@H](CO)N[C@H](C)C1=CC=CC=C1)[C@H](COCC1=CC=CC=C1)OCC1=CC=CC=C1 ((2R,3S,4S)-3,4,5-tris(benzyloxy)-2-(((R)-1-phenylethyl)amino)pentan-1-ol), CC(=O)C.OS(=O)(=O)O.O=[Cr](=O)=O (Jones reagent). Solvent: CC(=O)C (acetone). Conditions: temperature 0 celsius, time 4 hour. The product is C(C1=CC=CC=C1)O[C@@H]([C@@H](C(=O)O)N[C@H](C)C1=CC=CC=C1)[C@H](COCC1=CC=CC=C1)OCC1=CC=CC=C1 ((2S,3S,4S)-3,4,5-Tris(benzyloxy)-2-(((R)-1-phenylethyl)amino)pentanoic acid). As a reaction SMILES: [CH2:1]([O:8][C@H:9]([C@@H:22]([O:32][CH2:33][C:34]1[CH:39]=[CH:38][CH:37]=[CH:36][CH:35]=1)[CH2:23][O:24][CH2:25][C:26]1[CH:31]=[CH:30][CH:29]=[CH:28][CH:27]=1)[C@H:10]([NH:13][C@@H:14]([C:16]1[CH:21]=[CH:20][CH:19]=[CH:18][CH:17]=1)[CH3:15])[CH2:11][OH:12])[C:2]1[CH:7]=[CH:6][CH:5]=[CH:4][CH:3]=1.CC(C)=[O:42].OS(O)(=O)=O.O=[Cr](=O)=O>CC(C)=O>[CH2:1]([O:8][C@H:9]([C@@H:22]([O:32][CH2:33][C:34]1[CH:35]=[CH:36][CH:37]=[CH:38][CH:39]=1)[CH2:23][O:24][CH2:25][C:26]1[CH:31]=[CH:30][CH:29]=[CH:28][CH:27]=1)[C@H:10]([NH:13][C@@H:14]([C:16]1[CH:17]=[CH:18][CH:19]=[CH:20][CH:21]=1)[CH3:15])[C:11]([OH:42])=[O:12])[C:2]1[CH:3]=[CH:4][CH:5]=[CH:6][CH:7]=1 |f:1.2.3|. Reported procedure: To a solution of (2R,3S,4S)-3,4,5-tris(benzyloxy)-2-(((R)-1-phenylethyl)amino)pentan-1-ol (110 mg, 0.209 mmol) in acetone (2 mL, 0.1 M) was added Jones reagent (0.21 mL, 0.522 mmol, 2.5 M solution in H2O) at 0° C. The reaction mixture was stirred for 4 hrs at 0° C., quenched with isopropyl alcohol and filtered through a pad of celite and washed with CH2Cl2. The reaction mixture was partitioned between CH2Cl2 and water. The aqueous layer was extracted with CH2Cl2 and the combined organic layer wa... Reactants: ClC1=CC(=C(C=C1F)C=1N=C(C2=C(N1)C=CS2)N2CCC(CC2)CC#N)F ({1-[2-(4-chloro-2,5-difluorophenyl)thieno[3,2-d]pyrimidine-4-yl]piperidine-4-yl}acetonitrile), CN1C(CCC1)=O (N-methylpyrrolidinone), [N-]=[N+]=[N-].[Na+] (sodium azide), triethylamide hydrochloride, Cl.O1CCOCC1 (HCl dioxane). Run in O (water), C1CCOC1 (THF). Reaction conditions: temperature 150 celsius, time 8 hour. The product is Cl.ClC1=CC(=C(C=C1F)C=1N=C(C2=C(N1)C=CS2)N2CCC(CC2)CC2=NN=NN2)F (2-(4-chloro-2,5-difluorophenyl)-4-[4-(1H-tetrazole-5-ylmethyl)piperidine-1-yl]thieno[3,2-d]pyrimidine hydrochloride). The yield is 175.9%. Reaction SMILES: [Cl:1][C:2]1[C:7]([F:8])=[CH:6][C:5]([C:9]2[N:10]=[C:11]([N:18]3[CH2:23][CH2:22][CH:21]([CH2:24][C:25]#[N:26])[CH2:20][CH2:19]3)[C:12]3[S:17][CH:16]=[CH:15][C:13]=3[N:14]=2)=[C:4]([F:27])[CH:3]=1.CN1CCCC1=O.[N-:35]=[N+:36]=[N-:37].[Na+].Cl.O1CCOCC1>C1COCC1.O>[ClH:1].[Cl:1][C:2]1[C:7]([F:8])=[CH:6][C:5]([C:9]2[N:10]=[C:11]([N:18]3[CH2:23][CH2:22][CH:21]([CH2:24][C:25]4[NH:37][N:36]=[N:35][N:26]=4)[CH2:20][CH2:19]3)[C:12]3[S:17][CH:16]=[CH:15][C:13]=3[N:14]=2)=[C:4]([F:27])[CH:3]=1 |f:2.3,4.5,8.9|. Reported procedure: A mixture of 825 mg of {1-[2-(4-chloro-2,5-difluorophenyl)thieno[3,2-d]pyrimidine-4-yl]piperidine-4-yl}acetonitrile, 15 ml of N-methylpyrrolidinone, 1.32 g of sodium azide and 2.81 g of triethylamide hydrochloride was stirred for 8 hours at 150° C. After the reaction mixture was allowed to cool to room temperature, 50 ml of water was added and the resultant was extracted with EtOAc. After the organic layer washed with a saturated saline solution and dried over anhydrous magnesium sulfate, the so... The reactants are ClC=1C=CC2=C(C(C(CS2)=CN(C)C)=O)C1 (6-chloro-2,3-dihydro-3-dimethylaminomethylene-4H-1-benzothiopyran-4-one), O.NN (hydrazine hydrate), C(C)(=O)O (acetic acid). Solvent: CO (methanol). Run at time 5 hour. The product is ClC=1C=CC2=C(C1)C=1NN=CC1CS2 (8-chloro-1,4-dihydro[1]benzothiopyrano[4,3-c]pyrazole). RXN SMILES: [Cl:1][C:2]1[CH:3]=[CH:4][C:5]2[S:10][CH2:9][C:8](=[CH:11][N:12](C)C)[C:7](=O)[C:6]=2[CH:16]=1.O.[NH2:18]N.C(O)(=O)C>CO>[Cl:1][C:2]1[CH:3]=[CH:4][C:5]2[S:10][CH2:9][C:8]3[CH:11]=[N:12][NH:18][C:7]=3[C:6]=2[CH:16]=1 |f:1.2|. Reported procedure: A mixture of 6-chloro-2,3-dihydro-3-dimethylaminomethylene-4H-1-benzothiopyran-4-one (7 g), hydrazine hydrate (2.01 ml), and acetic acid (2.37 ml) in methanol (140 ml) was stirred at room temperature for 5 hours and then evaporated in vacuo. To the residue was added aqueous sodium bicarbonate and extracted with ethyl acetate. The extract was washed with water, dried over magnesium sulfate, and evaporated in vacuo. The residue solid was recrystallized from ethyl acetate to give 8-chloro-1,4-dihyd... Reactants: ClC1=CC=C(C=N1)CCl (6-chloro-3-pyridylmethyl chloride), ice water, C(CC)N (n-propylamine). Run in C(C)#N (acetonitrile), C(C)#N (acetonitrile). Yields the product ClC1=CC=C(C=N1)CNCCC (N-(6-chloro-3-pyridylmethyl)-N-n-propylamine). The yield is 100.8%. As a reaction SMILES: [Cl:1][C:2]1[N:7]=[CH:6][C:5]([CH2:8]Cl)=[CH:4][CH:3]=1.[CH2:10]([NH2:13])[CH2:11][CH3:12]>C(#N)C>[Cl:1][C:2]1[N:7]=[CH:6][C:5]([CH2:8][NH:13][CH2:10][CH2:11][CH3:12])=[CH:4][CH:3]=1. Procedure details: In 15 ml of acetonitrile was dissolved 6.05 g (0.0373 mole) of 6-chloro-3-pyridylmethyl chloride, and under cooling with ice-water and stirring, the solution was added dropwise to a solution of 10.97 g of n-propylamine in 50 ml of acetonitrile. After completion of the dropwise addition, the mixture was stirred at room temperature for 1 hour and at an external temperature of 50° C. for an additional 1 hour. The acetonitrile was distilled off and the residue was diluted with aqueous sodium hydroge... Product: NC(CC1=C(CCC2=NC(=NC=C2C(F)(F)F)NC2=CC=C(C=C2)C2CCN(CC2)C(=O)OC(C)(C)C)C=C(C=C1)C)=O (tert-Butyl 4-(4-((4-(2-(2-amino-2-oxoethyl)-5-methylphenethyl)-5-(trifluoromethyl)pyrimidin-2-yl)amino)phenyl)piperidine-1-carboxylate), solid. The solvent is C1CCOC1 (THF), CN(C)C=O (DMF). Reactants: Cl (HCl), CCN(C(C)C)C(C)C (DIPEA), C([O-])([O-])=O.[NH4+].[NH4+] (ammonium carbonate), C=1C=CC2=C(C1)N=NN2O (HOBt), Cl (HCl), CCN(C(C)C)C(C)C (DIPEA), C(C)(C)(C)OC(=O)N1CCC(CC1)C1=CC=C(C=C1)NC1=NC=C(C(=N1)CCC1=C(C=CC(=C1)C)CC(=O)O)C(F)(F)F (2-(2-(2-(2-((4-(1-(tert-butoxycarbonyl)piperidin-4-yl)phenyl)amino)-5-(trifluoromethyl)pyrimidin-4-yl)ethyl)-4-methylphenyl)acetic acid), CCN=C=NCCCN(C)C.Cl (EDCl), C([O-])([O-])=O.[NH4+].[NH4+] (ammonium carbonate), C=1C=CC2=C(C1)N=NN2O (HOBt), CCN=C=NCCCN(C)C.Cl (EDCl). Reaction conditions: time 20 hour. Procedure: HOBt (0.036 g, 0.27 mmol), EDCl.HCl (0.052 g, 0.27 mmol) and DIPEA (0.18 mL, 1.0 mmol) were added to a solution of 2-(2-(2-(2-((4-(1-(tert-butoxycarbonyl)piperidin-4-yl)phenyl)amino)-5-(trifluoromethyl)pyrimidin-4-yl)ethyl)-4-methylphenyl)acetic acid (A89) (0.12 g, 0.21 mmol) in dry THF (6 mL) and dry DMF (1 mL) under a nitrogen atmosphere. After 10 minutes ammonium carbonate (0.10 g, 1.0 mmol) was added in one portion and the resulting mixture stirred at room temperature for 20 hours. The volat... The yield is 86.0%. RXN SMILES: C1C=CC2N(O)N=[N:7]C=2C=1.CCN=C=NCCCN(C)C.Cl.Cl.CCN(C(C)C)C(C)C.[C:33]([O:37][C:38]([N:40]1[CH2:45][CH2:44][CH:43]([C:46]2[CH:51]=[CH:50][C:49]([NH:52][C:53]3[N:58]=[C:57]([CH2:59][CH2:60][C:61]4[CH:66]=[C:65]([CH3:67])[CH:64]=[CH:63][C:62]=4[CH2:68][C:69](O)=[O:70])[C:56]([C:72]([F:75])([F:74])[F:73])=[CH:55][N:54]=3)=[CH:48][CH:47]=2)[CH2:42][CH2:41]1)=[O:39])([CH3:36])([CH3:35])[CH3:34].C(=O)([O-])[O-].[NH4+].[NH4+]>C1COCC1.CN(C=O)C>[NH2:7][C:69](=[O:70])[CH2:68][C:62]1[CH:63]=[CH:64][C:65]([CH3:67])=[CH:66][C:61]=1[CH2:60][CH2:59][C:57]1[C:56]([C:72]([F:74])([F:75])[F:73])=[CH:55][N:54]=[C:53]([NH:52][C:49]2[CH:48]=[CH:47][C:46]([CH:43]3[CH2:42][CH2:41][N:40]([C:38]([O:37][C:33]([CH3:35])([CH3:34])[CH3:36])=[O:39])[CH2:45][CH2:44]3)=[CH:51][CH:50]=2)[N:58]=1 |f:1.2,6.7.8|.